Dataset: the Open Reaction Database (ORD), a public repository of structured organic reaction records. Task: describe an organic reaction: reactants, conditions, products, and yield Reactants: ClC=1C=C(C=C(C1C)Cl)C=1C=CC(NN1)=O (6-(3,5-dichloro-4-methylphenyl)-3-pyridazone), ClC(=O)OCCCC (butyl chloroformate), C([O-])([O-])=O.[K+].[K+] (potassium carbonate). Run in C(C)#N (acetonitrile). Yields the product C(CCC)OC(=O)N1N=C(C=CC1=O)C1=CC(=C(C(=C1)Cl)C)Cl (2-Butoxycarbonyl-6-(3,5-dichloro-4-methylphenyl)-3-pyridazone). Isolated yield 31.0%. RXN SMILES: [Cl:1][C:2]1[CH:3]=[C:4]([C:10]2[CH:11]=[CH:12][C:13](=[O:16])[NH:14][N:15]=2)[CH:5]=[C:6]([Cl:9])[C:7]=1[CH3:8].Cl[C:18]([O:20][CH2:21][CH2:22][CH2:23][CH3:24])=[O:19].C(=O)([O-])[O-].[K+].[K+]>C(#N)C>[CH2:21]([O:20][C:18]([N:14]1[C:13](=[O:16])[CH:12]=[CH:11][C:10]([C:4]2[CH:5]=[C:6]([Cl:9])[C:7]([CH3:8])=[C:2]([Cl:1])[CH:3]=2)=[N:15]1)=[O:19])[CH2:22][CH2:23][CH3:24] |f:2.3.4|. Procedure details: A mixture of 2.55 g of 6-(3,5-dichloro-4-methylphenyl)-3-pyridazone, 1.43 g of butyl chloroformate, 1.75 g of potassium carbonate and 100 ml of acetonitrile was heated under reflux for 7.5 hours. After cooling the reaction mixture, the unreacted pyridazone and inorganic salts were removed by filtration and the solvent was distilled under reduced pressure from the filtrate. The residue was recrystallized from hexane, giving 1.1 g (31%) of the desired Compound No. 32, in the form of needles, whose... Starting materials: N1C=C(C2=CC=CC=C12)CC(=O)N (1H-indol-3-yl-acetamide), CC(C)([O-])C.[K+] (potassium tert-butoxide), C1CCOC1 (THF), COC(C(=O)C=1C=C(C=C2C=CN(C12)C)F)=O ((1-methyl-5-fluoro-1H-indol-7-yl)-oxo-acetic acid methyl ester). Solvent: CN(C)C=O (DMF). Run at temperature 55 celsius, time 30 minute. The product is CN1C=CC2=CC(=CC(=C12)C=1C(NC(C1C1=CNC2=CC=CC=C12)=O)=O)F (3-(1-methyl-5-fluoro-1H-indol-7-yl)-4-(1H-indol-3-yl]-pyrrole-2,5-dione). Isolated yield 0.1%. As a reaction SMILES: CO[C:3](=[O:17])[C:4]([C:6]1[CH:7]=[C:8]([F:16])[CH:9]=[C:10]2[C:14]=1[N:13]([CH3:15])[CH:12]=[CH:11]2)=O.[NH:18]1[C:26]2[C:21](=[CH:22][CH:23]=[CH:24][CH:25]=2)[C:20]([CH2:27][C:28]([NH2:30])=[O:29])=[CH:19]1.CC(C)([O-])C.[K+].C1COCC1>CN(C=O)C>[CH3:15][N:13]1[C:14]2[C:10](=[CH:9][C:8]([F:16])=[CH:7][C:6]=2[C:4]2[C:3](=[O:17])[NH:30][C:28](=[O:29])[C:27]=2[C:20]2[C:21]3[C:26](=[CH:25][CH:24]=[CH:23][CH:22]=3)[NH:18][CH:19]=2)[CH:11]=[CH:12]1 |f:2.3|. Procedure details: To a mixture of (1-methyl-5-fluoro-1H-indol-7-yl)-oxo-acetic acid methyl ester (0.94 g, 4.0 mmol) and 2-(1H-indol-3-yl-acetamide (0.63 g, 3.64 mmol) in DMF (36 mL) was added a solution of potassium tert-butoxide in THF (1.0 M, 14.6 mL, 14.6 mmol) at room temperature. The reaction mixture was heated at 55° C. for 18 h, cooled to room temperature, and quenched with hydrochloric acid (conc.). After stirring at room temperature for 30 min, the mixture was extracted with ethyl acetate and the extract... Reactants: CN1N=NC=C1 (1-methyl-1H-1,2,3-triazole), C(C)(=O)N1CCC(CC1)C(=O)N(C)OC (1-acetyl-N-methoxy-N-methylpiperidine-4-carboxamide), Intermediate 52, C(CCC)[Li] (n-butyllithium). Solvent: C1CCOC1 (THF), C1CCOC1 (THF). Reaction conditions: temperature 0 celsius, time 30 minute. Yields the product CN1N=NC=C1C(=O)C1CCN(CC1)C(C)=O (1-(4-(1-Methyl-1H-1,2,3-triazole-5-carbonyl)piperidin-1-yl)ethanone). Reaction SMILES: [CH3:1][N:2]1[CH:6]=[CH:5][N:4]=[N:3]1.C([Li])CCC.[C:12]([N:15]1[CH2:20][CH2:19][CH:18]([C:21](N(OC)C)=[O:22])[CH2:17][CH2:16]1)(=[O:14])[CH3:13]>C1COCC1>[CH3:1][N:2]1[C:6]([C:21]([CH:18]2[CH2:17][CH2:16][N:15]([C:12](=[O:14])[CH3:13])[CH2:20][CH2:19]2)=[O:22])=[CH:5][N:4]=[N:3]1. Reported procedure: A solution of 1-methyl-1H-1,2,3-triazole (0.28 g, 3.37 mmol) in dry THF (3 mL) was cooled in a −78° C. bath and n-butyllithium (2.5 M in hexanes, 1.26 mL, 3.15 mmol) was added dropwise over a 20 minute period. The suspension was stirred in the cold bath for 30 minutes and then 1-acetyl-N-methoxy-N-methylpiperidine-4-carboxamide (0.74 g, 3.45 mmol, Intermediate 52: step a) dissolved in THF (3 mL) was added dropwise. The resulting suspension was stirred at −78° C. for 5 minutes then warmed to 0° C... Starting materials: [N+](=O)([O-])C=1C=C(CN2CCC(CC2)NC([C@@](C2=CC=CC=C2)(O)[C@H]2CC(CC2)(F)F)=O)C=CC1 ((2R)-N-[1-(3-nitrobenzyl)piperidin-4-yl]-2-[(1R)-3,3-difluorocyclopentyl]-2-hydroxy-2-phenylacetamide), [OH-].[Na+] (sodium hydroxide). The reagents and catalysts are Cl (hydrochloric acid), [Fe] (iron). The solvent is C(C)O (ethanol). The product is NC=1C=C(CN2CCC(CC2)NC([C@@](C2=CC=CC=C2)(O)[C@H]2CC(CC2)(F)F)=O)C=CC1 ((2R)-N-[1-(3-aminobenzyl)piperidin-4-yl]-2-[(1R)-3,3-difluorocyclopentyl]-2-hydroxy-2-phenylacetamide). The yield is 102.5%. As a reaction SMILES: [N+:1]([C:4]1[CH:5]=[C:6]([CH:32]=[CH:33][CH:34]=1)[CH2:7][N:8]1[CH2:13][CH2:12][CH:11]([NH:14][C:15](=[O:31])[C@:16]([C@@H:24]2[CH2:28][CH2:27][C:26]([F:30])([F:29])[CH2:25]2)([OH:23])[C:17]2[CH:22]=[CH:21][CH:20]=[CH:19][CH:18]=2)[CH2:10][CH2:9]1)([O-])=O.[OH-].[Na+]>C(O)C.Cl.[Fe]>[NH2:1][C:4]1[CH:5]=[C:6]([CH:32]=[CH:33][CH:34]=1)[CH2:7][N:8]1[CH2:9][CH2:10][CH:11]([NH:14][C:15](=[O:31])[C@:16]([C@@H:24]2[CH2:28][CH2:27][C:26]([F:30])([F:29])[CH2:25]2)([OH:23])[C:17]2[CH:22]=[CH:21][CH:20]=[CH:19][CH:18]=2)[CH2:12][CH2:13]1 |f:1.2|. Reported procedure: 5 mg of the (2R)-N-[1-(3-nitrobenzyl)piperidin-4-yl]-2-[(1R)-3,3-difluorocyclopentyl]-2-hydroxy-2-phenylacetamide as obtained in above step 1 was heated to 60° C. together with 2 mg of iron powder in aqueous ethanol. After adding thereto 1 drop of conc. hydrochloric acid, the heating was continued at 100° C. for about 1 hour under stirring. The reaction mixture was made basic with 4N aqueous sodium hydroxide solution and extracted with chloroform. The organic layer was dried over anhydrous sodiu... Reactants: [H-].C(C(C)C)[Al+]CC(C)C (diisobutylaluminum hydride), [H-].C(C(C)C)[Al+]CC(C)C (diisobutylaluminum hydride), C(C)OC(CCC=1C(=NN(C1C)C)C)=O (3-(1,3,5-trimethyl-1H-pyrazol-4-yl)-propionic acid ethyl ester), [H-].C(C(C)C)[Al+]CC(C)C (diisobutylaluminum hydride), [H-].C(C(C)C)[Al+]CC(C)C (diisobutylaluminum hydride). The solvent is C1(=CC=CC=C1)C (toluene), C1(=CC=CC=C1)C (toluene), O1CCCC1 (tetrahydrofuran), C1(=CC=CC=C1)C (toluene), C1(=CC=CC=C1)C (toluene). Run at temperature -78 celsius. Yields the product CN1N=C(C(=C1C)CCC=O)C (3-(1,3,5-Trimethyl-1H-pyrazol-4-yl)-propionaldehyde). RXN SMILES: C([O:3][C:4](=O)[CH2:5][CH2:6][C:7]1[C:8]([CH3:14])=[N:9][N:10]([CH3:13])[C:11]=1[CH3:12])C.[H-].C([Al+]CC(C)C)C(C)C>O1CCCC1.C1(C)C=CC=CC=1>[CH3:13][N:10]1[C:11]([CH3:12])=[C:7]([CH2:6][CH2:5][CH:4]=[O:3])[C:8]([CH3:14])=[N:9]1 |f:1.2|. Procedure details: Dissolve 3-(1,3,5-trimethyl-1H-pyrazol-4-yl)-propionic acid ethyl ester (1.94 g, 9.23 mmol) in tetrahydrofuran (78 mL). Cool to −78° C. in a dry ice/acetone bath and treat dropwise with 1 M diisobutylaluminum hydride in toluene (10.15 mL). Stir reaction mixture at −78° C. for one hr. and add 1 M diisobutylaluminum hydride in toluene (10.15 mL). Stir reaction mixture at −78° C. for one hr. and add 1 M diisobutylaluminum hydride in toluene (10.15 mL). Stir reaction mixture at −78° C. for 1 hr. and... The reactants are P(=O)(O)OP(=O)(O)OP(=O)O.C1(=CC=CC=C1)C (phenyl methane triphosphonate), [OH-].[Na+] (sodium hydroxide). The product is P(=O)([O-])OP(=O)([O-])OP(=O)[O-].C1(=CC=CC=C1)C.[Na+].[Na+].[Na+].[Na+].[Na+].[Na+].P(=O)([O-])OP(=O)([O-])OP(=O)[O-] (hexasodium phenyl methane triphosphonate). As a reaction SMILES: [PH:1]([O:4][P:5]([O:8][PH:9]([OH:11])=[O:10])([OH:7])=[O:6])([OH:3])=[O:2].[C:12]1([CH3:18])[CH:17]=[CH:16][CH:15]=[CH:14][CH:13]=1.[OH-].[Na+:20]>>[PH:1]([O:4][P:5]([O:8][PH:9]([O-:11])=[O:10])([O-:7])=[O:6])([O-:3])=[O:2].[C:12]1([CH3:18])[CH:17]=[CH:16][CH:15]=[CH:14][CH:13]=1.[Na+:20].[Na+:20].[Na+:20].[Na+:20].[Na+:20].[Na+:20].[PH:1]([O:4][P:5]([O:8][PH:9]([O-:11])=[O:10])([O-:7])=[O:6])([O-:3])=[O:2] |f:0.1,2.3,4.5.6.7.8.9.10.11.12|. Reported procedure: To 1 mole of phenyl methane triphosphonate acid there were added 6 moles of 10% aqueous sodium hydroxide and the mixture was evaporated to dryness to produce hexasodium phenyl methane triphosphonate. Starting materials: C=1C=CC2=C(C1)N=NN2O (HOBt), C1CCC(CC1)N=C=NC2CCCCC2 (DCCI), N([C@@H](CC1=CC=CC=C1)C(=O)N[C@@H](CC1=CNC=N1)C(=O)O)C(=O)OCC1=CC=CC=C1 (Z-Phe-His-OH), N[C@@H](CC(C)C)C(=O)N[C@@H](C(C)C)C(=O)O.N1(C(CCC1)=O)CCC[NH-] (H-Leu-Val 3-(2-pyrrolidinon-1-yl)-propyl amide). The product is N([C@@H](CC1=CC=CC=C1)C(=O)N[C@@H](CC1=CNC=N1)C(=O)N[C@@H](CC(C)C)C(=O)N[C@@H](C(C)C)C(=O)O)C(=O)OCC1=CC=CC=C1.N1(C(CCC1)=O)CCC[NH-] (Z-Phe-His-Leu-Val 3-(2-pyrrolidinon-1-yl)-propyl amide), B7. RXN SMILES: [NH:1]([C:23]([O:25][CH2:26][C:27]1[CH:32]=[CH:31][CH:30]=[CH:29][CH:28]=1)=[O:24])[C@H:2]([C:10]([NH:12][C@H:13]([C:20](O)=[O:21])[CH2:14][C:15]1[N:19]=[CH:18][NH:17][CH:16]=1)=[O:11])[CH2:3][C:4]1[CH:9]=[CH:8][CH:7]=[CH:6][CH:5]=1.[NH2:33][C@H:34]([C:39]([NH:41][C@H:42]([C:46]([OH:48])=[O:47])[CH:43]([CH3:45])[CH3:44])=[O:40])[CH2:35][CH:36]([CH3:38])[CH3:37].[N:49]1([CH2:55][CH2:56][CH2:57][NH-:58])[CH2:53][CH2:52][CH2:51][C:50]1=[O:54].C1C=CC2N(O)N=NC=2C=1.C1CCC(N=C=NC2CCCCC2)CC1>>[NH:1]([C:23]([O:25][CH2:26][C:27]1[CH:32]=[CH:31][CH:30]=[CH:29][CH:28]=1)=[O:24])[C@H:2]([C:10]([NH:12][C@H:13]([C:20]([NH:33][C@H:34]([C:39]([NH:41][C@H:42]([C:46]([OH:48])=[O:47])[CH:43]([CH3:44])[CH3:45])=[O:40])[CH2:35][CH:36]([CH3:37])[CH3:38])=[O:21])[CH2:14][C:15]1[N:19]=[CH:18][NH:17][CH:16]=1)=[O:11])[CH2:3][C:4]1[CH:9]=[CH:8][CH:7]=[CH:6][CH:5]=1.[N:49]1([CH2:55][CH2:56][CH2:57][NH-:58])[CH2:53][CH2:52][CH2:51][C:50]1=[O:54] |f:1.2,5.6|. Reported procedure: In a manner analogous to that described in Example 1, using as starting materials 221 mg of Z-Phe-His-OH, 150 mg of H-Leu-Val-3-(2-pyrrolidinon-1-yl)-propyl amide, 77 mg of HOBt and 122 mg of DCCI, the title compound is obtained after flash chromatography (65 g of silica gel 60, 40-63 μm, eluant system B7). Rf (B7)=0.26, Rf (N12)=0.34. Starting materials: C, CC1CC2(NC(=O)OC(C)(C)C)CN(C(=O)OCc3ccccc3)CC12, CO, [H][H], C1CCOC1, [Pd]. The product is CC1CC2(NC(=O)OC(C)(C)C)CNCC12. RXN SMILES: [C:36].[CH2:1]([O:2][C:3](=[O:4])[N:11]1[CH2:12][C:13]2([NH:19][C:20](=[O:21])[O:22][C:23]([CH3:24])([CH3:25])[CH3:26])[CH2:14][CH:15]([CH3:18])[CH:16]2[CH2:17]1)[c:5]1[cH:6][cH:7][cH:8][cH:9][cH:10]1.[CH3:29][OH:30].[H:27][H:28].[O:31]1[CH2:32][CH2:33][CH2:34][CH2:35]1.[Pd:37]>>[NH:11]1[CH2:12][C:13]2([NH:19][C:20](=[O:21])[O:22][C:23]([CH3:24])([CH3:25])[CH3:26])[CH2:14][CH:15]([CH3:18])[CH:16]2[CH2:17]1. As a reaction SMILES: [C:1]([C:5]1[CH:10]=[C:9]([C:11]([CH3:14])([CH3:13])[CH3:12])[CH:8]=[CH:7][C:6]=1[OH:15])([CH3:4])([CH3:3])[CH3:2].C(OC1C=CC([CH:26]2[C:30]3[CH:31]=[C:32]([C:39](C)(C)C)[CH:33]=[C:34](C(C)(C)C)[C:29]=3[O:28][C:27]2=O)=CC=1)C=C.[CH3:44]S(O)(=O)=O.[C:49]([OH:52])(=O)[CH3:50]>>[CH3:44][C:49]1([CH3:50])[CH2:39][CH:32]2[CH2:31][C:30]([CH:26]3[C:7]4[CH:8]=[C:9]([C:11]([CH3:14])([CH3:13])[CH3:12])[CH:10]=[C:5]([C:1]([CH3:4])([CH3:3])[CH3:2])[C:6]=4[O:15][C:27]3=[O:28])=[CH:29][CH:34]=[C:33]2[O:52]1. Starting materials: CS(=O)(=O)O (methanesulfonic acid), C(C)(=O)O (acetic acid), C(C)(C)(C)C1=C(C=CC(=C1)C(C)(C)C)O (2,4-di-tert-butylphenol), C(C=C)OC1=CC=C(C=C1)C1C(OC2=C1C=C(C=C2C(C)(C)C)C(C)(C)C)=O (3-(4-allyloxyphenyl)-5,7-di-tert-butylbenzofuran-2-one). Isolated yield 20.0%. The product is CC1(OC=2C(C1)CC(=CC2)C2C(OC1=C2C=C(C=C1C(C)(C)C)C(C)(C)C)=O)C (3-(2,2-dimethyldihydrobenzofuran-5-yl)-5,7-di-tert-butylbenzofuran-2-one). Run at temperature 220 celsius, time 8 hour. Procedure: A mixture of 20.6 g (0.10 mol) of 2,4-di-tert-butylphenol and 22.6 g (0.10 mol) of 4-methallyloxymandelic acid (preparation as in Example 1) is kept at 155° C. under reduced pressure (50 mbar) for 8 hours. The reaction mixture is then heated to 220° C. under nitrogen and kept at this temperature for about 100 minutes. After cooling to about 120° C., 100 ml of acetic acid and 2 ml of methanesulfonic acid are added and the solution is refluxed for 3 hours. The reaction mixture is cooled, and the p...